From a dataset of the Open Reaction Database (ORD), a public repository of structured organic reaction records. describe an organic reaction: reactants, conditions, products, and yield As a reaction SMILES: FC1C=CC(S(C)(=O)=O)=CC=1N.[Cl:13][C:14]1[CH:19]=[CH:18][C:17]([S:20]([C:23]([F:26])([F:25])[F:24])(=[O:22])=[O:21])=[CH:16][C:15]=1[N+:27]([O-])=O>>[Cl:13][C:14]1[CH:19]=[CH:18][C:17]([S:20]([C:23]([F:25])([F:24])[F:26])(=[O:22])=[O:21])=[CH:16][C:15]=1[NH2:27]. Yields the product ClC1=C(N)C=C(C=C1)S(=O)(=O)C(F)(F)F (2-chloro-5-[(trifluoromethyl)sulfonyl]aniline). Starting materials: FC1=C(N)C=C(C=C1)S(=O)(=O)C (2-fluoro-5-(methylsulfonyl)aniline), ClC1=C(C=C(C=C1)S(=O)(=O)C(F)(F)F)[N+](=O)[O-] (1-chloro-2-nitro-4-[(trifluoromethyl)sulfonyl]benzene). Procedure: Following the general method as outlined in Intermediate 76, starting from 1-chloro-2-nitro-4-[(trifluoromethyl)sulfonyl]benzene (MDA), the title compound was obtained as a brown solid in quantitative yield. The reactants are B, CSC, Cc1ccccc1, CC1(C)C(=O)Nc2cc(Br)ccc21, [Na+], [OH-]. Product: CC1(C)CNc2cc(Br)ccc21. As a reaction SMILES: [BH3:4].[CH3:1][S:2][CH3:3].[CH3:20][c:21]1[cH:22][cH:23][cH:24][cH:25][cH:26]1.[CH3:5][C:6]1([CH3:17])[C:7](=[O:16])[NH:8][c:9]2[cH:10][c:11]([Br:15])[cH:12][cH:13][c:14]21.[Na+:19].[OH-:18]>>[CH3:5][C:6]1([CH3:17])[CH2:7][NH:8][c:9]2[cH:10][c:11]([Br:15])[cH:12][cH:13][c:14]21. Starting materials: CC(C)Cn1c(N)nc2ccc(C=O)cc21, CN(C)C=O, CN. Product: CN=Cc1ccc2nc(N)n(CC(C)C)c2c1. RXN SMILES: [CH2:3]([CH:4]([CH3:5])[CH3:6])[n:7]1[c:8]([NH2:18])[n:9][c:10]2[c:11]1[cH:12][c:13]([CH:16]=[O:17])[cH:14][cH:15]2.[CH3:19][N:20]([CH3:21])[CH:22]=[O:23].[CH3:1][NH2:2]>>[CH3:1][N:2]=[CH:16][c:13]1[cH:12][c:11]2[n:7]([CH2:3][CH:4]([CH3:5])[CH3:6])[c:8]([NH2:18])[n:9][c:10]2[cH:15][cH:14]1. Run at temperature 80 celsius. Yield: 71.8%. Procedure: A mixture of 3-Nitrophenylboronic acid (1.00 g, 5.99 mmol), 172a (2.183 g, 6.59 mmol), Pd(dppf)2Cl2.CH2Cl2 (200 mg, 0.273 mmol) and K2CO3 (1.90 g, 13.8 mmol) was stirred under N2 and heated at 80° C. for 16 h. After the usual work-up the crude material was purified by flash chromatography using 15 to 20% EtOAc in hexane to afford 187 (1.31 g, 4.30 mmol, 72%). LRMS (ESI): calc. 304.1, found 327.2 (MNa)+. Reagents/catalysts: C1=CC=C(C=C1)P([C-]2C=CC=C2)C3=CC=CC=C3.C1=CC=C(C=C1)P([C-]2C=CC=C2)C3=CC=CC=C3.Cl[Pd]Cl.[Fe+2] (Pd(dppf)2Cl2). Yields the product [N+](=O)([O-])C=1C=C(C=CC1)C1=CCN(CC1)C(=O)OC(C)(C)C (tert-butyl 4-(3-nitrophenyl)-5,6-dihydropyridine-1 (2H)-carboxylate). Reactants: [N+](=O)([O-])C=1C=C(C=CC1)B(O)O (3-Nitrophenylboronic acid), FC(S(=O)(=O)OC1=CCN(CC1)C(=O)OC(C)(C)C)(F)F (tert-butyl 4-(trifluoromethylsulfonyloxy)-5,6-dihydropyridine-1(2H)-carboxylate), C(Cl)Cl (CH2Cl2), C(=O)([O-])[O-].[K+].[K+] (K2CO3). RXN SMILES: [N+:1]([C:4]1[CH:5]=[C:6](B(O)O)[CH:7]=[CH:8][CH:9]=1)([O-:3])=[O:2].FC(F)(F)S(O[C:19]1[CH2:24][CH2:23][N:22]([C:25]([O:27][C:28]([CH3:31])([CH3:30])[CH3:29])=[O:26])[CH2:21][CH:20]=1)(=O)=O.C(Cl)Cl.C([O-])([O-])=O.[K+].[K+]>C1C=CC(P(C2C=CC=CC=2)[C-]2C=CC=C2)=CC=1.C1C=CC(P(C2C=CC=CC=2)[C-]2C=CC=C2)=CC=1.Cl[Pd]Cl.[Fe+2]>[N+:1]([C:4]1[CH:5]=[C:6]([C:19]2[CH2:24][CH2:23][N:22]([C:25]([O:27][C:28]([CH3:31])([CH3:30])[CH3:29])=[O:26])[CH2:21][CH:20]=2)[CH:7]=[CH:8][CH:9]=1)([O-:3])=[O:2] |f:3.4.5,6.7.8.9|. Starting materials: CC(=O)N1CCC(C(=O)N(CCCN2CCC(Cc3ccc([N+](=O)[O-])cc3)CC2)c2ccc(Cl)c(Cl)c2)CC1, CCOC(C)=O, CCO, [Cl-]. Product: CC(=O)N1CCC(C(=O)N(CCCN2CCC(Cc3ccc(N)cc3)CC2)c2ccc(Cl)c(Cl)c2)CC1. Reaction SMILES: [C:1]([CH3:2])(=[O:3])[N:4]1[CH2:5][CH2:6][CH:7]([C:10](=[O:11])[N:12]([CH2:13][CH2:14][CH2:15][N:16]2[CH2:17][CH2:18][CH:19]([CH2:22][c:23]3[cH:24][cH:25][c:26]([N+:29]([O-:30])=[O:31])[cH:27][cH:28]3)[CH2:20][CH2:21]2)[c:32]2[cH:33][c:34]([Cl:39])[c:35]([Cl:38])[cH:36][cH:37]2)[CH2:8][CH2:9]1.[CH3:41][CH2:42][O:43][C:44](=[O:45])[CH3:46].[CH3:47][CH2:48][OH:49].[Cl-:40]>>[C:1]([CH3:2])(=[O:3])[N:4]1[CH2:5][CH2:6][CH:7]([C:10](=[O:11])[N:12]([CH2:13][CH2:14][CH2:15][N:16]2[CH2:17][CH2:18][CH:19]([CH2:22][c:23]3[cH:24][cH:25][c:26]([NH2:29])[cH:27][cH:28]3)[CH2:20][CH2:21]2)[c:32]2[cH:33][c:34]([Cl:39])[c:35]([Cl:38])[cH:36][cH:37]2)[CH2:8][CH2:9]1. Starting materials: CC(C)(C)[O-], CI, [K+], COC(=O)c1ccc(N2CCCNS2(=O)=O)c(C)c1, CN(C)C=O. Product: COC(=O)c1ccc(N2CCCN(C)S2(=O)=O)c(C)c1. Reaction SMILES: [CH3:20][C:21]([CH3:22])([O-:23])[CH3:24].[CH3:26][I:27].[K+:25].[O:1]=[S:2]1(=[O:19])[N:3]([c:8]2[c:9]([CH3:18])[cH:10][c:11]([C:12](=[O:13])[O:14][CH3:15])[cH:16][cH:17]2)[CH2:4][CH2:5][CH2:6][NH:7]1.[O:28]=[CH:29][N:30]([CH3:31])[CH3:32]>>[O:1]=[S:2]1(=[O:19])[N:3]([c:8]2[c:9]([CH3:18])[cH:10][c:11]([C:12](=[O:13])[O:14][CH3:15])[cH:16][cH:17]2)[CH2:4][CH2:5][CH2:6][N:7]1[CH3:20]. Reactants: C(#N)CCCN1CCN(CC1)C(=O)OCC (ethyl 4-(3-cyanopropyl)-piperazine-1-carboxylate). The reagents and catalysts are [Rh] (rhodium on alumina). Run in N (ammonia), C(C)O (ethanol). Product: NCCCCN1CCN(CC1)C(=O)OCC (ethyl 4-(4-aminobutyl)-piperazine-1-carboxylate). Isolated yield 32.7%. RXN SMILES: [C:1]([CH2:3][CH2:4][CH2:5][N:6]1[CH2:11][CH2:10][N:9]([C:12]([O:14][CH2:15][CH3:16])=[O:13])[CH2:8][CH2:7]1)#[N:2]>N.C(O)C.[Rh]>[NH2:2][CH2:1][CH2:3][CH2:4][CH2:5][N:6]1[CH2:7][CH2:8][N:9]([C:12]([O:14][CH2:15][CH3:16])=[O:13])[CH2:10][CH2:11]1. Procedure details: 60 g of ethyl 4-(3-cyanopropyl)-piperazine-1-carboxylate were dissolved in a 10% w/w solution of ammonia in ethanol and 6 g of 5% rhodium on alumina were added thereto. The mixture was cooled to room temperature and filtered. The filtrate was evaporated to dryness under vacuum and the residual oil was distilled under reduced pressure to obtain 20 g of ethyl 4-(4-aminobutyl)-piperazine-1-carboxylate with a boiling point of 126°-130° C. at 0.15 to 0.2 mm Hg.